The task is: describe an organic reaction: reactants, conditions, products, and yield. This data is from the Open Reaction Database (ORD), a public repository of structured organic reaction records. Starting materials: ClCCCCBr, O=C([O-])[O-], CC#N, [K+], [K+], Oc1ccc(C2=C(c3ccccc3)CCCc3cc(OC4CCCCO4)ccc32)cc1. As a reaction SMILES: [Br:38][CH2:39][CH2:40][CH2:41][CH2:42][Cl:43].[C:32](=[O:33])([O-:34])[O-:35].[CH3:44][C:45]#[N:46].[K+:36].[K+:37].[c:1]1([C:7]2=[C:8]([c:25]3[cH:26][cH:27][c:28]([OH:31])[cH:29][cH:30]3)[c:9]3[c:10]([cH:14][c:15]([O:18][CH:19]4[O:20][CH2:21][CH2:22][CH2:23][CH2:24]4)[cH:16][cH:17]3)[CH2:11][CH2:12][CH2:13]2)[cH:2][cH:3][cH:4][cH:5][cH:6]1>>[c:1]1([C:7]2=[C:8]([c:25]3[cH:26][cH:27][c:28]([O:31][CH2:39][CH2:40][CH2:41][CH2:42][Cl:43])[cH:29][cH:30]3)[c:9]3[c:10]([cH:14][c:15]([O:18][CH:19]4[O:20][CH2:21][CH2:22][CH2:23][CH2:24]4)[cH:16][cH:17]3)[CH2:11][CH2:12][CH2:13]2)[cH:2][cH:3][cH:4][cH:5][cH:6]1. Yields the product ClCCCCOc1ccc(C2=C(c3ccccc3)CCCc3cc(OC4CCCCO4)ccc32)cc1. Starting materials: CO (methanol), C(=C)C1=C(C=CC=C1)O (vinylphenol). Solvent: C1(=CC=CC=C1)C (toluene). Product: C(=C)C1=CC=C(C=C1)O (p-vinylphenol). Reaction SMILES: C[OH:2].[CH:3]([C:5]1[CH:10]=[CH:9][CH:8]=[CH:7][C:6]=1O)=[CH2:4]>C1(C)C=CC=CC=1>[CH:3]([C:5]1[CH:10]=[CH:9][C:8]([OH:2])=[CH:7][CH:6]=1)=[CH2:4]. Procedure: The procedure of Example 6 was repeated except that no methanol was added to the starting crude vinylphenol and the alkali aqueous solution. A toluene solution of p-vinylphenol having the same purity (99.1 wt%) as in Example 6 was obtained as a product. However, for 60 hours after the extraction operation a large amount of scale deposited on the inner wall of the extraction tower and line 8, and, as a result, it was impossible to further continue the operation. Reactants: C(CCC)N (n-butylamine), C(C(=C)C)(=O)Cl (methacryloyl chloride). The solvent is C1CCOC1 (THF). Conditions: temperature 5 celsius. Product: C(CCC)NC(C(=C)C)=O (N-n-butyl methacrylamide). As a reaction SMILES: [CH2:1]([NH2:5])[CH2:2][CH2:3][CH3:4].[C:6](Cl)(=[O:10])[C:7]([CH3:9])=[CH2:8]>C1COCC1>[CH2:1]([NH:5][C:6](=[O:10])[C:7]([CH3:9])=[CH2:8])[CH2:2][CH2:3][CH3:4]. Reported procedure: In a 1 liter 3-necked flask were combined 400 ml dry THF and 40 ml distilled n-butylamine (0.405 mol). After cooling to 5° C. in an ice bath, 20 ml (0.205 mol) methacryloyl chloride was added slowly so as to keep the temperature below 10° C. The precipitate was removed by filtration, and the filtrate concentrated on a rotary evaporator. 1 g DNPD was added and the oil distilled at 76°-78° C. and 20 m torr. Yield 24.3 g (84%). The reactants are NC=1C=C(CC2=NNC(C3=CC=CC=C23)=O)C=CC1 (4-(3-aminobenzyl)-2H-phthalazin-1-one), C(=O)(O)CC1(CCCC1)C(=O)O (1-(carboxymethyl)cyclopentanecarboxylic acid). Run in CO (Methanol). Run at temperature 200 celsius. Yields the product O=C1NN=C(C2=CC=CC=C12)CC=1C=C(C=CC1)N1C(C2(CC1=O)CCCC2)=O (2-[3-(4-oxo-3,4-dihydrophthalazin-1-ylmethyl)phenyl]-2-azaspiro[4.4]nonane-1,3-dione). As a reaction SMILES: [NH2:1][C:2]1[CH:3]=[C:4]([CH:17]=[CH:18][CH:19]=1)[CH2:5][C:6]1[C:15]2[C:10](=[CH:11][CH:12]=[CH:13][CH:14]=2)[C:9](=[O:16])[NH:8][N:7]=1.[C:20]([CH2:23][C:24]1([C:29](O)=[O:30])[CH2:28][CH2:27][CH2:26][CH2:25]1)(O)=[O:21]>CO>[O:16]=[C:9]1[C:10]2[C:15](=[CH:14][CH:13]=[CH:12][CH:11]=2)[C:6]([CH2:5][C:4]2[CH:3]=[C:2]([N:1]3[C:20](=[O:21])[CH2:23][C:24]4([CH2:28][CH2:27][CH2:26][CH2:25]4)[C:29]3=[O:30])[CH:19]=[CH:18][CH:17]=2)=[N:7][NH:8]1. Reported procedure: A stirred mixture of 4-(3-aminobenzyl)-2H-phthalazin-1-one (0.1 g, 0.4 mmol; prepared in a manner similar to that described in Example 1) and 1-(carboxymethyl)cyclopentanecarboxylic acid (0.0685 g, 0.4 mmol) was heated at 200° C. for 2.5 hours then it was allowed to cool to ambient temperature. Methanol (1 ml) was added and the mixture was heated under reflux for 5 minutes. No solid precipitated, so the mixture was concentrated in vacuo and the residue was triturated with water (5 ml). The resul... Run at time 8 hour. The solvent is C1CCOC1 (THF). Product: C(CCC)[Sn](C=CCCC(=O)OC1=C(C(=CC(=C1F)F)F)F)(CCCC)CCCC (2,3,5,6-tetrafluorophenyl 5-(tri-n-butylstannyl)-4-pentenoate). Reaction SMILES: [CH2:1]([Sn:5]([CH2:30][CH2:31][CH2:32][CH3:33])([CH2:26][CH2:27][CH2:28][CH3:29])[CH:6]=[CH:7][CH2:8][CH2:9][C:10]([O:12][Sn](CCCC)(CCCC)CCCC)=[O:11])[CH2:2][CH2:3][CH3:4].C1(N=C=NC2CCCCC2)CCCCC1.[F:49][C:50]1[C:55]([F:56])=[CH:54][C:53]([F:57])=[C:52]([F:58])[C:51]=1O>C1COCC1>[CH2:30]([Sn:5]([CH2:1][CH2:2][CH2:3][CH3:4])([CH2:26][CH2:27][CH2:28][CH3:29])[CH:6]=[CH:7][CH2:8][CH2:9][C:10]([O:12][C:51]1[C:50]([F:49])=[C:55]([F:56])[CH:54]=[C:53]([F:57])[C:52]=1[F:58])=[O:11])[CH2:31][CH2:32][CH3:33]. Starting materials: C(CCC)[Sn](C=CCCC(=O)O[Sn](CCCC)(CCCC)CCCC)(CCCC)CCCC (tri-n-butylstannyl 5-(tri-n-butylstannyl)-4-pentenoate), C1(CCCCC1)N=C=NC1CCCCC1 (dicyclohexylcarbodiimide), FC1=C(C(=C(C=C1F)F)F)O (2,3,5,6-tetrafluorophenol). Procedure: To a solution of tri-n-butylstannyl 5-(tri-n-butylstannyl)-4-pentenoate acid (1.0 equiv.) in anhydrous THF at room temperature is added dicyclohexylcarbodiimide (1.2 equiv.) (Aldrich) and 2,3,5,6-tetrafluorophenol (1.2 equiv.) (Aldrich). The resulting solution is stirred overnight. The mixture is filtered, the filtrate is concentrated, and the residue is chromatographed to provide 2,3,5,6-tetrafluorophenyl 5-(tri-n-butylstannyl)-4-pentenoate. Starting materials: CC(=O)Cl, CC1(C)CCSc2ccccc21, [Cl-], Cl, O, c1ccccc1. Product: CC(=O)c1ccc2c(c1)C(C)(C)CCS2. RXN SMILES: [CH3:13][C:14]([Cl:15])=[O:16].[CH3:1][C:2]1([CH3:12])[CH2:3][CH2:4][S:5][c:6]2[cH:7][cH:8][cH:9][cH:10][c:11]21.[Cl-:17].[ClH:18].[OH2:25].[cH:19]1[cH:20][cH:21][cH:22][cH:23][cH:24]1>>[CH3:1][C:2]1([CH3:12])[CH2:3][CH2:4][S:5][c:6]2[cH:7][cH:8][c:9]([C:14]([CH3:13])=[O:16])[cH:10][c:11]21. Reported procedure: Subsequently, the inside of an induction stirring-type stainless steel-made autoclave having an inner volume of 2 liters for use in the polymerization was purged with purified nitrogen, and purified toluene (500 mL), methyl acrylate (37.5 mL) and the entire amount of the catalyst slurry prepared above were introduced into the autoclave in a purified nitrogen atmosphere. Propylene (100 mL) was introduced into the autoclave at 20° C., and the mixed gas prepared above was introduced to raise the pr... As a reaction SMILES: [C:1]([O:5][CH3:6])(=[O:4])[CH:2]=[CH2:3].[CH2:7]=[CH:8][CH3:9]>>[CH2:1]=[CH2:2].[CH2:7]=[CH:8][CH3:9].[C:1]([O:5][CH3:6])(=[O:4])[CH:2]=[CH2:3] |f:2.3.4|. Starting materials: C(C=C)(=O)OC (methyl acrylate), C=CC (propylene). The product is C=C.C=CC.C(C=C)(=O)OC (ethylene/propylene methyl acrylate). The reactants are C(C)S(=O)CSCC ([((ethylsulfinyl)methyl)-thio]ethane), [H-].[Na+] (sodium hydride), BrCCCN1C(C=2C(C1=O)=CC=CC2)=O (N-(3-bromopropyl)phthalimide). Run in O1CCCC1 (tetrahydrofuran), O1CCCC1 (tetrahydrofuran). Conditions: temperature 25 celsius, time 8 hour. Product: C(C)SC(CCCN1C(C=2C(C1=O)=CC=CC2)=O)S(=O)CC (N-(4-ethylthio-4-ethylsulfinylbutyl)phthalimide). RXN SMILES: [CH2:1]([S:3]([CH2:5][S:6][CH2:7][CH3:8])=[O:4])[CH3:2].[H-].[Na+].Br[CH2:12][CH2:13][CH2:14][N:15]1[C:19](=[O:20])[C:18]2=[CH:21][CH:22]=[CH:23][CH:24]=[C:17]2[C:16]1=[O:25]>O1CCCC1>[CH2:7]([S:6][CH:5]([S:3]([CH2:1][CH3:2])=[O:4])[CH2:12][CH2:13][CH2:14][N:15]1[C:19](=[O:20])[C:18]2=[CH:21][CH:22]=[CH:23][CH:24]=[C:17]2[C:16]1=[O:25])[CH3:8] |f:1.2|. Procedure details: A solution of 10 mmole of [((ethylsulfinyl)methyl)-thio]ethane in 20 ml of tetrahydrofuran is treated with 10 mmole of sodium hydride at 25° C for 2 hours after which 10 mmole of N-(3-bromopropyl)phthalimide in 5 ml of tetrahydrofuran is added. The reaction mixture is stirred overnight at 25° C then quenched with brine and extracted with chloroform. The organic phase is washed with brine, dried over magnesium sulfate and concentrated under reduced pressure. The residue is purified by chromotogra... Reactants: COC1=C(CNC2=C(C=CC(=C2)F)NC2=NC=C(C(=N2)N[C@@H]2CCOC3=C(C=CC=C23)F)[N+](=O)[O-])C=CC(=C1)OC ((R)—N2-(2-(2,4-dimethoxybenzylamino)-4-fluorophenyl)-N4-(8-fluorochroman-4-yl)-5-nitropyrimidine-2,4-diamine). Reagents/catalysts: [Ni] (Ni). Solvent: O (water), C1CCOC1 (THF). Reaction conditions: time 2 hour. The product is COC1=C(CNC2=C(C=CC(=C2)F)NC2=NC=C(C(=N2)N[C@@H]2CCOC3=C(C=CC=C23)F)N)C=CC(=C1)OC ((R)—N2-(2-(2,4-dimethoxybenzylamino)-4-fluorophenyl)-N4-(8-fluorochroman-4-yl)pyrimidine-2,4,5-triamine). As a reaction SMILES: [CH3:1][O:2][C:3]1[CH:39]=[C:38]([O:40][CH3:41])[CH:37]=[CH:36][C:4]=1[CH2:5][NH:6][C:7]1[CH:12]=[C:11]([F:13])[CH:10]=[CH:9][C:8]=1[NH:14][C:15]1[N:20]=[C:19]([NH:21][C@H:22]2[C:31]3[C:26](=[C:27]([F:32])[CH:28]=[CH:29][CH:30]=3)[O:25][CH2:24][CH2:23]2)[C:18]([N+:33]([O-])=O)=[CH:17][N:16]=1>O.C1COCC1.[Ni]>[CH3:1][O:2][C:3]1[CH:39]=[C:38]([O:40][CH3:41])[CH:37]=[CH:36][C:4]=1[CH2:5][NH:6][C:7]1[CH:12]=[C:11]([F:13])[CH:10]=[CH:9][C:8]=1[NH:14][C:15]1[N:20]=[C:19]([NH:21][C@H:22]2[C:31]3[C:26](=[C:27]([F:32])[CH:28]=[CH:29][CH:30]=3)[O:25][CH2:24][CH2:23]2)[C:18]([NH2:33])=[CH:17][N:16]=1. Reported procedure: Under an Ar atmosphere, a catalytic amount of a Raney Ni solution in water was added to a solution of (R)—N2-(2-(2,4-dimethoxybenzylamino)-4-fluorophenyl)-N4-(8-fluorochroman-4-yl)-5-nitropyrimidine-2,4-diamine (21 mg) in THF. The flask was closed with a septum, evacuated under house vacuum and hydrogen added via balloon. The resulting suspension was stirred at RT for 2 hr, when the H2 balloon was removed, the mixture evacuated and filtered through a plug of celite, that was thoroughly rinsed wi...